From a dataset of the Open Reaction Database (ORD), a public repository of structured organic reaction records. describe an organic reaction: reactants, conditions, products, and yield Yields the product COCCNC(NNC1=CC=CC=C1)=S (4-(2-methoxyethyl)-1-phenylthiosemicarbazide). Procedure details: In benzene was dissolved 11.7 g of 2-methoxyethyl isothiocyanate with stirring and after adding thereto 11.9 g of phenylhydrazine at room temperature, the mixture was heat-refluxed. After performing the reaction for 6 hours, the reaction mixture was cooled and crystals thus formed were collected by filtration. The yield for the product was 66.7%. The product, 4-(2-methoxyethyl)-1-phenylthiosemicarbazide thus obtained could be used for the subsequent reaction without being purified. The solvent is C1=CC=CC=C1 (benzene). As a reaction SMILES: [CH3:1][O:2][CH2:3][CH2:4][N:5]=[C:6]=[S:7].[C:8]1([NH:14][NH2:15])[CH:13]=[CH:12][CH:11]=[CH:10][CH:9]=1>C1C=CC=CC=1>[CH3:1][O:2][CH2:3][CH2:4][NH:5][C:6](=[S:7])[NH:15][NH:14][C:8]1[CH:13]=[CH:12][CH:11]=[CH:10][CH:9]=1. The reactants are COCCN=C=S (2-methoxyethyl isothiocyanate), C1(=CC=CC=C1)NN (phenylhydrazine). The reactants are O1C=CC=CC2=C1C=CC=C2 (benzoxepine), Cl.NO (hydroxylamine hydrochloride). Solvent: N1=CC=CC=C1 (pyridine), N1=CC=CC=C1 (pyridine). The product is ClC=1C=CC2=C(C(CCCO2)=NO)C1 (7-chloro-3,4-dihydro-1-benzoxepin-5-one oxime). As a reaction SMILES: [O:1]1[C:7]2[CH:8]=[CH:9][CH:10]=[CH:11][C:6]=2[CH:5]=[CH:4][CH:3]=[CH:2]1.[ClH:12].[NH2:13][OH:14]>N1C=CC=CC=1>[Cl:12][C:10]1[CH:9]=[CH:8][C:7]2[O:1][CH2:2][CH2:3][CH2:4][C:5](=[N:13][OH:14])[C:6]=2[CH:11]=1 |f:1.2|. Procedure details: A solution of 50 g of the benzoxepine previously obtained and 26 g of hydroxylamine hydrochloride in 200 ml of pyridine is kept at the reflux temperature of pyridine for 51/2 hours. As a reaction SMILES: [CH3:1][NH:2][C:3]1[N:8]=[C:7]([N:9]2[CH2:14][CH2:13][N:12]([CH3:15])[CH2:11][CH2:10]2)[N:6]=[C:5]([NH:16][C@H:17]2[CH2:22][CH2:21][C@H:20]([C:23](O)=[O:24])[CH2:19][CH2:18]2)[N:4]=1.C(O)(C(F)(F)F)=O.[F:33][C:34]([F:44])([F:43])[C:35]1[CH:42]=[CH:41][CH:40]=[CH:39][C:36]=1[CH2:37][NH2:38].CCN=C=NCCCN(C)C.Cl>CN(C1C=CN=CC=1)C.ClCCl>[CH3:1][NH:2][C:3]1[N:8]=[C:7]([N:9]2[CH2:14][CH2:13][N:12]([CH3:15])[CH2:11][CH2:10]2)[N:6]=[C:5]([NH:16][C@H:17]2[CH2:22][CH2:21][C@H:20]([C:23]([NH:38][CH2:37][C:36]3[CH:39]=[CH:40][CH:41]=[CH:42][C:35]=3[C:34]([F:33])([F:43])[F:44])=[O:24])[CH2:19][CH2:18]2)[N:4]=1 |f:3.4|. Procedure details: A solution of trans-4-(4-(methylamino)-6-(4-methylpiperazin-1-yl)-1,3,5-triazin-2-ylamino)cyclohexanecarboxylic acid as TFA salt (18.4 mg, 0.04 mmol, 1 equivalent), 2-trifluoromethyl benzylamine (10.5 mg, 0.06 mmol, 1.5 equivalents) and DMAP (1.3 mg, 0.26 equivalents) in dichloromethane (1 ml) was cooled with stirring in an ice bath. EDCl (12.7 mg, 0.066 mmol, 1.65 equivalents) was added. The reaction mixture was stirred at room temperature for 16 hours. The solution was diluted with dichloromet... Starting materials: CNC1=NC(=NC(=N1)N1CCN(CC1)C)N[C@@H]1CC[C@H](CC1)C(=O)O (trans-4-(4-(methylamino)-6-(4-methylpiperazin-1-yl)-1,3,5-triazin-2-ylamino)cyclohexanecarboxylic acid), C(=O)(C(F)(F)F)O (TFA), FC(C1=C(CN)C=CC=C1)(F)F (2-trifluoromethyl benzylamine), CCN=C=NCCCN(C)C.Cl (EDCl). The solvent is ClCCl (dichloromethane), ClCCl (dichloromethane). Yields the product CNC1=NC(=NC(=N1)N1CCN(CC1)C)N[C@@H]1CC[C@H](CC1)C(=O)NCC1=C(C=CC=C1)C(F)(F)F (trans-4-(4-(methylamino)-6-(4-methylpiperazin-1-yl)-1,3,5-triazin-2-ylamino)-N-(2-(trifluoromethyl)benzyl)cyclohexanecarboxamide). The yield is 21.5%. The reagents and catalysts are CN(C)C=1C=CN=CC1 (DMAP). Reactants: N#Cc1ccccc1CBr, Cc1cc(C)cc(C(=O)c2[nH]c(=O)[nH]c(=O)c2C(C)C)c1. Product: Cc1cc(C)cc(C(=O)c2c(C(C)C)c(=O)[nH]c(=O)n2Cc2ccccc2C#N)c1. RXN SMILES: [C:22](#[N:23])[c:24]1[c:25]([CH2:26][Br:27])[cH:28][cH:29][cH:30][cH:31]1.[CH:1]([CH3:2])([CH3:3])[c:4]1[c:5](=[O:21])[nH:6][c:7](=[O:20])[nH:8][c:9]1[C:10]([c:11]1[cH:12][c:13]([CH3:18])[cH:14][c:15]([CH3:17])[cH:16]1)=[O:19]>>[CH:1]([CH3:2])([CH3:3])[c:4]1[c:5](=[O:21])[nH:6][c:7](=[O:20])[n:8]([CH2:26][c:25]2[c:24]([C:22]#[N:23])[cH:31][cH:30][cH:29][cH:28]2)[c:9]1[C:10]([c:11]1[cH:12][c:13]([CH3:18])[cH:14][c:15]([CH3:17])[cH:16]1)=[O:19]. Reactants: CC1CN(c2ccc([N+](=O)[O-])cc2C=O)CC(C(F)(F)F)O1, CO, O=C1CC(=O)NC(=O)N1. Yields the product CC1OC(C(F)(F)F)CN2c3ccc([N+](=O)[O-])cc3CC3(C(=O)NC(=O)NC3=O)C12. As a reaction SMILES: [CH3:1][CH:2]1[O:3][CH:4]([C:19]([F:20])([F:21])[F:22])[CH2:5][N:6]([c:8]2[c:9]([CH:10]=[O:11])[cH:12][c:13]([N+:16](=[O:17])[O-:18])[cH:14][cH:15]2)[CH2:7]1.[CH3:32][OH:33].[O:23]=[C:24]1[CH2:25][C:26](=[O:27])[NH:28][C:29](=[O:30])[NH:31]1>>[CH3:1][CH:2]1[O:3][CH:4]([C:19]([F:20])([F:21])[F:22])[CH2:5][N:6]2[CH:7]1[C:25]1([CH2:10][c:9]3[c:8]2[cH:15][cH:14][c:13]([N+:16](=[O:17])[O-:18])[cH:12]3)[C:24](=[O:23])[NH:31][C:29](=[O:30])[NH:28][C:26]1=[O:27]. Reactants: CC1([C@@H]([C@@H]1\C=C/C(=O)OCC)C(=O)OC(C)(C)C)C (Tert.-butyl (1R,cis) 2,2-dimethyl-3-[Z-2-(ethoxycarbonyl)-ethenyl]-cyclopropane-carboxylate), hydrated p-toluene sulfonic acid. The solvent is C1(=CC=CC=C1)C (toluene). Product: CC1([C@@H]([C@@H]1\C=C/C(=O)OCC)C(=O)O)C ((1R,cis) 2,2-dimethyl-3-[Z-2-(ethoxycarbonyl)-ethenyl]-cyclopropane-carboxylic acid). The yield is 82.5%. RXN SMILES: [CH3:1][C:2]1([CH3:19])[C@@H:4](/[CH:5]=[CH:6]\[C:7]([O:9][CH2:10][CH3:11])=[O:8])[C@H:3]1[C:12]([O:14]C(C)(C)C)=[O:13]>C1(C)C=CC=CC=1>[CH3:19][C:2]1([CH3:1])[C@@H:4](/[CH:5]=[CH:6]\[C:7]([O:9][CH2:10][CH3:11])=[O:8])[C@H:3]1[C:12]([OH:14])=[O:13]. Procedure: A mixture of 2.3 g of the product of Step C, 20 mg of hydrated p-toluene sulfonic acid and 20 ml of toluene was refluxed for 40 minutes and the mixture was then evaporated to dryness under reduced pressure. The 2.1 g of residue were chromatographed over silica gel and were eluted with a 60-39-1 cyclohexane-ethyl acetate-acetic acid mixture to obtain 1.5 g of (1R,cis) 2,2-dimethyl-3-[Z-2-(ethoxycarbonyl)-ethenyl]-cyclopropane-carboxylic acid melting at 96° C. Reactants: ClC1=NN=C(C2=CC=CC=C12)NC1=CC=C(C=C1)SC1=CC=NC2=CC(=CN=C12)OC (4-chloro-N-(4-(7-methoxy-1,5-naphthyridin-4-ylthio)phenyl)phthalazin-1-amine), C[O-].[Na+] (sodium methoxide). The solvent is CO (MeOH). Reaction conditions: temperature 0 celsius, time 16 hour. Yields the product COC1=NN=C(C2=CC=CC=C12)NC1=CC=C(C=C1)SC1=CC=NC2=CC(=CN=C12)OC (4-methoxy-N-(4-(7-methoxy-1,5-naphthyridin-4 ylthio)phenyl)phthalazin-1-amine). Reaction SMILES: Cl[C:2]1[C:11]2[C:6](=[CH:7][CH:8]=[CH:9][CH:10]=2)[C:5]([NH:12][C:13]2[CH:18]=[CH:17][C:16]([S:19][C:20]3[C:29]4[C:24](=[CH:25][C:26]([O:30][CH3:31])=[CH:27][N:28]=4)[N:23]=[CH:22][CH:21]=3)=[CH:15][CH:14]=2)=[N:4][N:3]=1.[CH3:32][O-:33].[Na+]>CO>[CH3:32][O:33][C:2]1[C:11]2[C:6](=[CH:7][CH:8]=[CH:9][CH:10]=2)[C:5]([NH:12][C:13]2[CH:18]=[CH:17][C:16]([S:19][C:20]3[C:29]4[C:24](=[CH:25][C:26]([O:30][CH3:31])=[CH:27][N:28]=4)[N:23]=[CH:22][CH:21]=3)=[CH:15][CH:14]=2)=[N:4][N:3]=1 |f:1.2|. Reported procedure: In a 100 ml RBF was added 4-chloro-N-(4-(7-methoxy-1,5-naphthyridin-4-ylthio)phenyl)phthalazin-1-amine (158 mg, 0.354 mmol) to a solution of sodium methoxide (96 mg, 1.772 mmol) in MeOH. The mixture was heated to reflux with a water condenser attached. The solution was stirred for 16 hours. A white solid precipitated. The mixture was cooled to 0° C., quenched with excess methoxide, followed by saturated NH4Cl, and the resulting solids were filtered and washed with water. The crude solids were pu... Starting materials: C(C)(=O)OCC (ethyl acetate), [N+](=O)([O-])C1=C(C=C(C(=C1)OC)OC)C1C(=O)OCC1 (α-(2-nitro-4,5-dimethoxyphenyl)-butyrolactone), [H][H] (hydrogen). The reagents and catalysts are [Pt]=O (platinum oxide). The solvent is C(C)O (Ethanol). The product is COC=1C=C2C(C(NC2=CC1OC)=O)CCO (5,6-Dimethoxy-3-hydroxyethyl-1,3-dihydro-2(2H)-indolone). Yield: 99.1%. Reaction SMILES: C(OCC)(=O)C.[N+:7]([C:10]1[CH:15]=[C:14]([O:16][CH3:17])[C:13]([O:18][CH3:19])=[CH:12][C:11]=1[CH:20]1[CH2:25][CH2:24][O:23][C:21]1=[O:22])([O-])=O.[H][H]>[Pt]=O.C(O)C>[CH3:19][O:18][C:13]1[CH:12]=[C:11]2[C:10](=[CH:15][C:14]=1[O:16][CH3:17])[NH:7][C:21](=[O:22])[CH:20]2[CH2:25][CH2:24][OH:23]. Procedure details: An ethyl acetate solution containing 2.0 g of α-(2-nitro-4,5-dimethoxyphenyl)-butyrolactone and 500 mg of platinum oxide was stirred in a 2.0 atm. hydrogen gas atmosphere. Ethanol was added to the reaction mixture, followed by filtration. The solvent was evaporated to yield 1.76 g of the title compound. Starting materials: O.O.O.C(C)(=O)[O-].[Na+] (sodium acetate trihydrate), C(C#C)ON=C(C(=O)NC1[C@@H]2N(C(=C(CS2)CSC2=NN=NN2CCC(=O)O)C(=O)O)C1=O)C=1N=C(SC1)NC(C(F)(F)F)=O (7-[2-(2-propynyloxyimino)-2-{2-(2,2,2-trifluoroacetamido)thiazol-4-yl}acetamido]-3-[1-(2-carboxyethyl)-1H-tetrazol-5-yl]thiomethyl-3-cephem-4-carboxylic acid), Cl (hydrochloric acid). Solvent: O (water). Reaction conditions: time 8 hour. The product is C(C#C)ON=C(C(=O)NC1[C@@H]2N(C(=C(CS2)CSC2=NN=NN2CCC(=O)O)C(=O)O)C1=O)C=1N=C(SC1)N (7-[2-(2-propynyloxyimino)-2-(2-aminothiazol-4-yl)acetamido]-3-[1-(2-carboxyethyl)-1H-tetrazol-5-yl]thiomethyl-3-cephem-4-carboxylic acid). Isolated yield 69.7%. Reaction SMILES: O.O.O.C([O-])(=O)C.[Na+].[CH2:9]([O:12][N:13]=[C:14]([C:42]1[N:43]=[C:44]([NH:47]C(=O)C(F)(F)F)[S:45][CH:46]=1)[C:15]([NH:17][CH:18]1[C:40](=[O:41])[N:20]2[C:21]([C:37]([OH:39])=[O:38])=[C:22]([CH2:25][S:26][C:27]3[N:31]([CH2:32][CH2:33][C:34]([OH:36])=[O:35])[N:30]=[N:29][N:28]=3)[CH2:23][S:24][C@H:19]12)=[O:16])[C:10]#[CH:11].Cl>O>[CH2:9]([O:12][N:13]=[C:14]([C:42]1[N:43]=[C:44]([NH2:47])[S:45][CH:46]=1)[C:15]([NH:17][CH:18]1[C:40](=[O:41])[N:20]2[C:21]([C:37]([OH:39])=[O:38])=[C:22]([CH2:25][S:26][C:27]3[N:31]([CH2:32][CH2:33][C:34]([OH:36])=[O:35])[N:30]=[N:29][N:28]=3)[CH2:23][S:24][C@H:19]12)=[O:16])[C:10]#[CH:11] |f:0.1.2.3.4|. Procedure details: A solution of sodium acetate trihydrate (5.97 g) in water (25 ml) was added to 7-[2-(2-propynyloxyimino)-2-{2-(2,2,2-trifluoroacetamido)thiazol-4-yl}acetamido]-3-[1-(2-carboxyethyl)-1H-tetrazol-5-yl]thiomethyl-3-cephem-4-carboxylic acid (syn isomer) (3.0 g) and the mixture was stirred overnight. The reaction mixture was adjusted to pH 3 with 10% hydrochloric acid under ice-cooling and precipitates were collected by filtration, washed with water and dried to give 7-[2-(2-propynyloxyimino)-2-(2-am... Reactants: COc1cc2c(Oc3cccc(NC(=O)Nc4cc(C(C)(C)C)no4)c3)ncnc2cc1OCC1CCN(C(=O)[O-])CC1, ClCCl, Cl. Yields the product COc1cc2c(Oc3cccc(NC(=O)Nc4cc(C(C)(C)C)no4)c3)ncnc2cc1OCC1CCNCC1. RXN SMILES: [C:1]([CH3:2])([CH3:3])([CH3:4])[c:5]1[n:6][o:7][c:8]([NH:10][C:11]([NH:12][c:13]2[cH:14][c:15]([O:16][c:17]3[n:18][cH:19][n:20][c:21]4[cH:22][c:23]([O:29][CH2:30][CH:31]5[CH2:32][CH2:33][N:34]([C:37]([O-:38])=[O:39])[CH2:35][CH2:36]5)[c:24]([O:27][CH3:28])[cH:25][c:26]34)[cH:40][cH:41][cH:42]2)=[O:43])[cH:9]1.[Cl:45][CH2:46][Cl:47].[ClH:44]>>[C:1]([CH3:2])([CH3:3])([CH3:4])[c:5]1[n:6][o:7][c:8]([NH:10][C:11]([NH:12][c:13]2[cH:14][c:15]([O:16][c:17]3[n:18][cH:19][n:20][c:21]4[cH:22][c:23]([O:29][CH2:30][CH:31]5[CH2:32][CH2:33][NH:34][CH2:35][CH2:36]5)[c:24]([O:27][CH3:28])[cH:25][c:26]34)[cH:40][cH:41][cH:42]2)=[O:43])[cH:9]1.